This data is from the Open Reaction Database (ORD), a public repository of structured organic reaction records. The task is: describe an organic reaction: reactants, conditions, products, and yield The reactants are CCOC(=O)C (EtOAc), C(=O)(OCC)CC=P(C1=CC=CC=C1)(C1=CC=CC=C1)C1=CC=CC=C1 ((carbethoxyethylidene)triphenylphosphorane), C(C1=CC=CC=C1)OC1=CC=C(C=O)C=C1 (4-(benzyloxy)benzaldehyde). Run in C1CCOC1 (THF), C1CCOC1 (THF). Conditions: time 2 hour. Yields the product C(C1=CC=CC=C1)OC1=CC=C(C=C1)/C=C(/C(=O)OCC)\C ((E)-Ethyl 3-(4-(benzyloxy)phenyl)-2-methylacrylate). RXN SMILES: [C:1]([CH2:6][CH:7]=P(C1C=CC=CC=1)(C1C=CC=CC=1)C1C=CC=CC=1)([O:3][CH2:4][CH3:5])=[O:2].[CH2:27]([O:34][C:35]1[CH:42]=[CH:41][C:38]([CH:39]=O)=[CH:37][CH:36]=1)[C:28]1[CH:33]=[CH:32][CH:31]=[CH:30][CH:29]=1.CCOC(C)=O>C1COCC1>[CH2:27]([O:34][C:35]1[CH:42]=[CH:41][C:38](/[CH:39]=[C:6](\[CH3:7])/[C:1]([O:3][CH2:4][CH3:5])=[O:2])=[CH:37][CH:36]=1)[C:28]1[CH:33]=[CH:32][CH:31]=[CH:30][CH:29]=1. Procedure details: To a solution of (carbethoxyethylidene)triphenylphosphorane (5.50 g, 15.2 mmol) (commercially available from Aldrich, catalog #377708) in THF (25 mL) was added 4-(benzyloxy)benzaldehyde (12.1) (2.93 g, 13.8 mmol) (commercially available from Lancaster, catalog #6285) in THF (10 mL) under nitrogen at −78° C. The reaction was allowed to slowly warm to room temperature and stirred for 2 hours. EtOAc (100 mL) was added, and the mixture was washed with brine (30×2 mL). The organic layer was dried ove... Starting materials: N1=CC=CC=C1 (Pyridine), [Si](C)(C)(C(C)(C)C)OC1=C(CO)C=CC=C1 (2-Tert-butyldimethylsilyloxybenzyl alcohol), ClC(=O)OC1=CC=C(C=C1)[N+](=O)[O-] (4-nitrophenyl chloroformate). The solvent is C(C)(=O)OCC (ethyl acetate). The product is C(OC1=CC=C(C=C1)[N+](=O)[O-])(OCC1=C(C=CC=C1)O[Si](C)(C)C(C)(C)C)=O (4-Nitrophenyl 2-(tert-butyldimethylsilyloxy)benzyl carbonate). Yield: 91.2%. Reaction SMILES: [Si:1]([O:8][C:9]1[CH:16]=[CH:15][CH:14]=[CH:13][C:10]=1[CH2:11][OH:12])([C:4]([CH3:7])([CH3:6])[CH3:5])([CH3:3])[CH3:2].N1C=CC=CC=1.Cl[C:24]([O:26][C:27]1[CH:32]=[CH:31][C:30]([N+:33]([O-:35])=[O:34])=[CH:29][CH:28]=1)=[O:25]>C(OCC)(=O)C>[C:24](=[O:25])([O:12][CH2:11][C:10]1[CH:13]=[CH:14][CH:15]=[CH:16][C:9]=1[O:8][Si:1]([C:4]([CH3:7])([CH3:6])[CH3:5])([CH3:3])[CH3:2])[O:26][C:27]1[CH:28]=[CH:29][C:30]([N+:33]([O-:35])=[O:34])=[CH:31][CH:32]=1. Procedure details: The alcohol 29 (135 mg, 0.56 mmol) is dissolved in ethyl acetate (0.82 ml). Pyridine (0.081 ml) is then added, followed by 4-nitrophenyl chloroformate (275 mg, 2.4 eq.). After one night at room temperature, the solvent is evaporated off. Chromatography on silica gel gives the carbonate 30 (206 mg, 91%).